This data is from the Open Reaction Database (ORD), a public repository of structured organic reaction records. The task is: describe an organic reaction: reactants, conditions, products, and yield Reactants: Cn1cc(Br)cc(Br)c1=O, CC(C)(C)[Si](C)(C)OCCn1ccc(N)n1, O=C([O-])[O-], [Cs+], [Cs+], C1COCCO1, O=C(C=Cc1ccccc1)C=Cc1ccccc1, O=C(C=Cc1ccccc1)C=Cc1ccccc1, O=C(C=Cc1ccccc1)C=Cc1ccccc1, [Pd], [Pd]. The product is Cn1cc(Br)cc(Nc2ccn(CCO[Si](C)(C)C(C)(C)C)n2)c1=O. RXN SMILES: [Br:17][c:18]1[c:19](=[O:26])[n:20]([CH3:25])[cH:21][c:22]([Br:24])[cH:23]1.[C:1]([CH3:2])([CH3:3])([CH3:4])[Si:5]([O:6][CH2:7][CH2:8][n:9]1[n:10][c:11]([NH2:14])[cH:12][cH:13]1)([CH3:15])[CH3:16].[C:27](=[O:28])([O-:29])[O-:30].[Cs+:31].[Cs+:32].[O:33]1[CH2:34][CH2:35][O:36][CH2:37][CH2:38]1.[O:41]=[C:42]([CH:43]=[CH:44][c:45]1[cH:46][cH:47][cH:48][cH:49][cH:50]1)[CH:51]=[CH:52][c:53]1[cH:54][cH:55][cH:56][cH:57][cH:58]1.[O:59]=[C:60]([CH:61]=[CH:62][c:63]1[cH:64][cH:65][cH:66][cH:67][cH:68]1)[CH:69]=[CH:70][c:71]1[cH:72][cH:73][cH:74][cH:75][cH:76]1.[O:77]=[C:78]([CH:79]=[CH:80][c:81]1[cH:82][cH:83][cH:84][cH:85][cH:86]1)[CH:87]=[CH:88][c:89]1[cH:90][cH:91][cH:92][cH:93][cH:94]1.[Pd:39].[Pd:40]>>[C:1]([CH3:2])([CH3:3])([CH3:4])[Si:5]([O:6][CH2:7][CH2:8][n:9]1[n:10][c:11]([NH:14][c:18]2[c:19](=[O:26])[n:20]([CH3:25])[cH:21][c:22]([Br:24])[cH:23]2)[cH:12][cH:13]1)([CH3:15])[CH3:16]. The reactants are CCc1ccc(C(O)CBr)nc1, O=C([O-])[O-], CN(C)C=O, [K+], [K+], O, O=Cc1ccc(O)cc1. Yields the product CCc1ccc(C(O)COc2ccc(C=O)cc2)nc1. Reaction SMILES: [Br:16][CH2:17][CH:18]([OH:19])[c:20]1[n:21][cH:22][c:23]([CH2:26][CH3:27])[cH:24][cH:25]1.[C:10](=[O:11])([O-:12])[O-:13].[CH3:29][N:30]([CH3:31])[CH:32]=[O:33].[K+:14].[K+:15].[OH2:28].[OH:1][c:2]1[cH:3][cH:4][c:5]([CH:6]=[O:7])[cH:8][cH:9]1>>[O:1]([c:2]1[cH:3][cH:4][c:5]([CH:6]=[O:7])[cH:8][cH:9]1)[CH2:17][CH:18]([OH:19])[c:20]1[n:21][cH:22][c:23]([CH2:26][CH3:27])[cH:24][cH:25]1. Starting materials: BrC1=NC(=CC(=C1)C)F (2-bromo-6-fluoro-4-methylpyridine), FC1=CC=C(C=C1)B(O)O (4-fluorobenzeneboronic acid), C([O-])(O)=O.[Na+] (sodium bicarbonate), O (water). Reagents/catalysts: C=1C=CC(=CC1)[P](C=2C=CC=CC2)(C=3C=CC=CC3)[Pd]([P](C=4C=CC=CC4)(C=5C=CC=CC5)C=6C=CC=CC6)([P](C=7C=CC=CC7)(C=8C=CC=CC8)C=9C=CC=CC9)[P](C=1C=CC=CC1)(C=1C=CC=CC1)C=1C=CC=CC1 (tetrakis(triphenylphosphine)palladium(0)). Solvent: COCCOC (DME). Product: FC1=NC(=CC(=C1)C)C1=CC=C(C=C1)F (2-fluoro-6-(4'-fluorophenyl)-4-methylpyridine). The yield is 36.1%. As a reaction SMILES: Br[C:2]1[CH:7]=[C:6]([CH3:8])[CH:5]=[C:4]([F:9])[N:3]=1.[F:10][C:11]1[CH:16]=[CH:15][C:14](B(O)O)=[CH:13][CH:12]=1.C(=O)(O)[O-].[Na+].O>COCCOC.C1C=CC([P]([Pd]([P](C2C=CC=CC=2)(C2C=CC=CC=2)C2C=CC=CC=2)([P](C2C=CC=CC=2)(C2C=CC=CC=2)C2C=CC=CC=2)[P](C2C=CC=CC=2)(C2C=CC=CC=2)C2C=CC=CC=2)(C2C=CC=CC=2)C2C=CC=CC=2)=CC=1>[F:9][C:4]1[CH:5]=[C:6]([CH3:8])[CH:7]=[C:2]([C:14]2[CH:15]=[CH:16][C:11]([F:10])=[CH:12][CH:13]=2)[N:3]=1 |f:2.3,^1:35,37,56,75|. Procedure details: A mixture of 2-bromo-6-fluoro-4-methylpyridine (9.5 g, 50 mmol), 4-fluorobenzeneboronic acid (7.8 g, 56 mmol), sodium bicarbonate (12.6 g, 150 mmol), water (200 mL) and catalytic amounts of tetrakis(triphenylphosphine)palladium(0) in DME under nitrogen is heated to reflux overnight. After filtration of the reaction mixture the solvents are removed under reduced pressure. The residue is partitioned between water and ethyl acetate. The layers are separated and the aqueous layer is washed with ethy... Reactants: ON=C(Br)Br, ClCCl, O=C(Cl)c1ccc(Cl)cc1, c1ccncc1. Product: O=C(ON=C(Br)Br)c1ccc(Cl)cc1. Reaction SMILES: [Br:1][C:2](=[N:3][OH:4])[Br:5].[CH2:22]([Cl:23])[Cl:24].[Cl:6][C:7](=[O:8])[c:9]1[cH:10][cH:11][c:12]([Cl:13])[cH:14][cH:15]1.[cH:16]1[cH:17][cH:18][n:19][cH:20][cH:21]1>>[Br:1][C:2](=[N:3][O:4][C:7](=[O:8])[c:9]1[cH:10][cH:11][c:12]([Cl:13])[cH:14][cH:15]1)[Br:5]. Starting materials: C(#N)C1(CC1)C=1C=C(C(=O)NC2=CC(=C(C=C2)OC)O)C=CC1 (3-(1-cyanocyclopropyl)-N-(3-hydroxy-4-methoxyphenyl)benzamide), ClC1=NC=C(C=C1)[N+](=O)[O-] (2-chloro-5-nitropyridine), C([O-])([O-])=O.[K+].[K+] (potassium carbonate). Solvent: C(C)(=O)OCC (ethyl acetate), CCCCCC (hexane), CN(C=O)C (N,N-dimethylformamide). Run at temperature 60 celsius, time 16 hour. Product: C(#N)C1(CC1)C=1C=C(C(=O)NC2=CC(=C(C=C2)OC)OC2=NC=C(C=C2)[N+](=O)[O-])C=CC1 (3-(1-cyanocyclopropyl)-N-{4-methoxy-3-[(5-nitropyridin-2-yl)oxy]phenyl}benzamide). Isolated yield 98.9%. RXN SMILES: [C:1]([C:3]1([C:6]2[CH:7]=[C:8]([CH:21]=[CH:22][CH:23]=2)[C:9]([NH:11][C:12]2[CH:17]=[CH:16][C:15]([O:18][CH3:19])=[C:14]([OH:20])[CH:13]=2)=[O:10])[CH2:5][CH2:4]1)#[N:2].Cl[C:25]1[CH:30]=[CH:29][C:28]([N+:31]([O-:33])=[O:32])=[CH:27][N:26]=1.C(=O)([O-])[O-].[K+].[K+]>CN(C)C=O.C(OCC)(=O)C.CCCCCC>[C:1]([C:3]1([C:6]2[CH:7]=[C:8]([CH:21]=[CH:22][CH:23]=2)[C:9]([NH:11][C:12]2[CH:17]=[CH:16][C:15]([O:18][CH3:19])=[C:14]([O:20][C:25]3[CH:30]=[CH:29][C:28]([N+:31]([O-:33])=[O:32])=[CH:27][N:26]=3)[CH:13]=2)=[O:10])[CH2:5][CH2:4]1)#[N:2] |f:2.3.4|. Procedure: To a solution of 3-(1-cyanocyclopropyl)-N-(3-hydroxy-4-methoxyphenyl)benzamide (3.11 g, 10.1 mmol) and 2-chloro-5-nitropyridine (1.60 g, 10.1 mmol) in N,N-dimethylformamide (150 mL) was added potassium carbonate (4.24 g, 30.7 mmol), and the mixture was stirred at 60° C. for 16 hr. The reaction solution was cooled to room temperature, and diluted with a mixed solvent (250 mL) of ethyl acetate and hexane (1:1). The solution was washed with water (200 mL×3), and the combined m aqueous layer was ext... Reactants: [Br-], CCC1CCC(C=O)CC1, C1CCOC1, C[Mg+], Cl, C#Cc1ccc(F)c(F)c1F. Yields the product CCC1CCC(C(O)C#Cc2ccc(F)c(F)c2F)CC1. RXN SMILES: [Br-:14].[CH2:15]([CH3:16])[CH:17]1[CH2:18][CH2:19][CH:20]([CH:23]=[O:24])[CH2:21][CH2:22]1.[CH2:26]1[O:27][CH2:28][CH2:29][CH2:30]1.[CH3:12][Mg+:13].[ClH:25].[F:1][c:2]1[c:3]([C:10]#[CH:11])[cH:4][cH:5][c:6]([F:9])[c:7]1[F:8]>>[F:1][c:2]1[c:3]([C:10]#[C:11][CH:23]([CH:20]2[CH2:19][CH2:18][CH:17]([CH2:15][CH3:16])[CH2:22][CH2:21]2)[OH:24])[cH:4][cH:5][c:6]([F:9])[c:7]1[F:8].